This data is from the Open Reaction Database (ORD), a public repository of structured organic reaction records. The task is: describe an organic reaction: reactants, conditions, products, and yield The reactants are CC1CN(Cc2ccccc2)CCC1OC(=O)C(C)(C)C, CO, [OH-], [OH-], [Pd+2]. Yields the product CC1CNCCC1OC(=O)C(C)(C)C. RXN SMILES: [CH2:1]([c:2]1[cH:3][cH:4][cH:5][cH:6][cH:7]1)[N:8]1[CH2:9][CH:10]([CH3:21])[CH:11]([O:14][C:15]([C:16]([CH3:17])([CH3:18])[CH3:19])=[O:20])[CH2:12][CH2:13]1.[CH3:22][OH:23].[OH-:24].[OH-:26].[Pd+2:25]>>[NH:8]1[CH2:9][CH:10]([CH3:21])[CH:11]([O:14][C:15]([C:16]([CH3:17])([CH3:18])[CH3:19])=[O:20])[CH2:12][CH2:13]1. Reactants: NC1CC1, Fc1cccc(F)c1C1=NCc2nnc(CCl)n2-c2ccc(Cl)cc21, C1CCOC1. The product is Fc1cccc(F)c1C1=NCc2nnc(CNC3CC3)n2-c2ccc(Cl)cc21. As a reaction SMILES: [CH:26]1([NH2:29])[CH2:27][CH2:28]1.[Cl:1][c:2]1[cH:3][cH:4][c:5]2[c:6]([cH:25]1)[C:7]([c:17]1[c:18]([F:24])[cH:19][cH:20][cH:21][c:22]1[F:23])=[N:8][CH2:9][c:10]1[n:11]-2[c:12]([CH2:15][Cl:16])[n:13][n:14]1.[O:30]1[CH2:31][CH2:32][CH2:33][CH2:34]1>>[Cl:1][c:2]1[cH:3][cH:4][c:5]2[c:6]([cH:25]1)[C:7]([c:17]1[c:18]([F:24])[cH:19][cH:20][cH:21][c:22]1[F:23])=[N:8][CH2:9][c:10]1[n:11]-2[c:12]([CH2:15][NH:29][CH:26]2[CH2:27][CH2:28]2)[n:13][n:14]1. Reported procedure: A slurry of 4-iodobenzoic acid (7.67 g, 30.9 mmol) in 300 mL of 1,2-dichloroethane and 2 drops of DMF was treated with SOCl2 (11.3 mL, 154.6 mmol). The resulting mixture was heated at reflux overnight. The clear solution was evaporated in vacuo, then the solid residue was resuspended in 1,2-dichloroethane and reconcentrated. The crude acid chloride was dissolved in 300 mL of 1,2-dichloroethane, and 2-[4-[2-(1-pyrrolidinyl)ethoxy]phenyl]benzo[b]thiophene (5.0 g, 15.5 mmol) was added. The solution... As a reaction SMILES: I[C:2]1[CH:10]=[CH:9][C:5]([C:6]([OH:8])=[O:7])=[CH:4][CH:3]=1.O=S(Cl)Cl.[N:15]1([CH2:20][CH2:21][O:22][C:23]2[CH:28]=[CH:27][C:26]([C:29]3[S:33][C:32]4[CH:34]=[CH:35][CH:36]=[CH:37][C:31]=4[CH:30]=3)=[CH:25][CH:24]=2)[CH2:19][CH2:18][CH2:17][CH2:16]1.[C:38]([O-:41])([OH:40])=O.[Na+].Cl[CH2:44][CH2:45]Cl>CN(C=O)C.Cl[Ti](Cl)(Cl)Cl>[C:6]([OH:8])(=[O:7])[C:38]([OH:41])=[O:40].[C:6]([OH:8])(=[O:7])[C:38]([OH:41])=[O:40].[N:15]1([CH2:20][C:44]#[C:45][C:2]2[CH:10]=[CH:9][C:5]([CH2:6][C:30]3[C:31]4[CH:37]=[CH:36][CH:35]=[CH:34][C:32]=4[S:33][C:29]=3[C:26]3[CH:27]=[CH:28][C:23]([O:22][CH2:21][CH2:20][N:15]4[CH2:19][CH2:18][CH2:17][CH2:16]4)=[CH:24][CH:25]=3)=[CH:4][CH:3]=2)[CH2:19][CH2:18][CH2:17][CH2:16]1 |f:3.4,8.9.10|. Conditions: temperature 0 celsius, time 5.5 hour. Yields the product C(C(=O)O)(=O)O.C(C(=O)O)(=O)O.N1(CCCC1)CC#CC1=CC=C(CC=2C3=C(SC2C2=CC=C(OCCN4CCCC4)C=C2)C=CC=C3)C=C1 (1-[2-[4-[3-[4-[3-(1-Pyrrolidinyl)-1-propynyl]benzyl]benzo[b]thiophen-2-yl]phenoxy]ethyl]pyrrolidine Dioxalate). The reagents and catalysts are CN(C)C=O (DMF), Cl[Ti](Cl)(Cl)Cl (TiCl4). Reactants: IC1=CC=C(C(=O)O)C=C1 (4-iodobenzoic acid), O=S(Cl)Cl (SOCl2), ClCCCl (1,2-dichloroethane), C(=O)(O)[O-].[Na+] (NaHCO3), N1(CCCC1)CCOC1=CC=C(C=C1)C1=CC2=C(S1)C=CC=C2 (2-[4-[2-(1-pyrrolidinyl)ethoxy]phenyl]benzo[b]thiophene).